This data is from the Open Reaction Database (ORD), a public repository of structured organic reaction records. The task is: describe an organic reaction: reactants, conditions, products, and yield The reactants are O.O.O.OC1=CC=NC2=CC=CC=C12 (4-Hydroxyquinoline trihydrate), ClCC(=O)O (chloroacetic acid). Run in [OH-].[K+] (potassium hydroxide). Product: N1(C=CC(C2=CC=CC=C12)=O)CC(=O)O (4-quinolone-1-acetic acid). Yield: 17.2%. As a reaction SMILES: O.O.O.[OH:4][C:5]1[C:14]2[C:9](=[CH:10][CH:11]=[CH:12][CH:13]=2)[N:8]=[CH:7][CH:6]=1.Cl[CH2:16][C:17]([OH:19])=[O:18]>[OH-].[K+]>[N:8]1([CH2:16][C:17]([OH:19])=[O:18])[C:9]2[C:14](=[CH:13][CH:12]=[CH:11][CH:10]=2)[C:5](=[O:4])[CH:6]=[CH:7]1 |f:0.1.2.3,5.6|. Reported procedure: 4-Hydroxyquinoline trihydrate (20 g., 0.2 mole) is dissolved in a 50% aqueous potassium hydroxide solution and chloroacetic acid (20 g., 0.2 mole) is incrementally added. The resulting solution is heated at its reflux temperature for 18 hours, chilled, acidified and filtered to give 7 g of 4-quinolone-1-acetic acid having a m.p. 278°-279° C. Starting materials: BrC1=CC(=CC2=C1C(C(=CO2)C2=CC=C(C=C2)OC)=O)OC (5-bromo-7-methoxy-3-(4-methoxyphenyl)-4-oxo-4H-1 benzopyran), [Cu]C#N (copper(I) cyanide), O (water). The solvent is CN(C)C=O (DMF). Conditions: temperature 120 celsius. Yields the product C(#N)C1=CC(=CC2=C1C(C(=CO2)C2=CC=C(C=C2)OC)=O)OC (5-cyano-7-methoxy-3-(4-methoxyphenyl)-4-oxo-4H-1-benzopyran). Yield: 98.7%. As a reaction SMILES: Br[C:2]1[C:7]2[C:8](=[O:20])[C:9]([C:12]3[CH:17]=[CH:16][C:15]([O:18][CH3:19])=[CH:14][CH:13]=3)=[CH:10][O:11][C:6]=2[CH:5]=[C:4]([O:21][CH3:22])[CH:3]=1.[Cu][C:24]#[N:25].O>CN(C=O)C>[C:24]([C:2]1[C:7]2[C:8](=[O:20])[C:9]([C:12]3[CH:17]=[CH:16][C:15]([O:18][CH3:19])=[CH:14][CH:13]=3)=[CH:10][O:11][C:6]=2[CH:5]=[C:4]([O:21][CH3:22])[CH:3]=1)#[N:25]. Reported procedure: A suspension of 5-bromo-7-methoxy-3-(4-methoxyphenyl)-4-oxo-4H-1 benzopyran (150 mg), copper(I) cyanide (55.5 mg) in DMF (4 mL) was heated at 120° C. for 3 h. The mixture was cooled, poured into cold water and extracted with ethyl acetate. The organic layer was washed with 1M hydrochloric acid, saturated aqueous sodium bicarbonate and brine, and dried over MgSO4. Evaporation of the solvents afforded the title compound (126 mg) as a white solid. 1H NMR (DMSO-d6): 8.52 (s, 1H), 7.67 (d, 1H, J=2.7 ... The reactants are CC1(C2=C(C(=CC=C2)P(C3=CC=CC=C3)C4=CC=CC=C4)OC5=C(C=CC=C51)P(C6=CC=CC=C6)C7=CC=CC=C7)C (Xantphos), BrC=1C(N(C=C(C1)Br)C)=O (3,5-dibromo-1-methylpyridin-2(1H)-one), NC1=NC=CC=N1 (2-aminopyrimidine), C([O-])([O-])=O.[Cs+].[Cs+] (cesium carbonate), CN(C)C=O (DMF). The reagents and catalysts are C=1C=CC(=CC1)/C=C/C(=O)/C=C/C2=CC=CC=C2.C=1C=CC(=CC1)/C=C/C(=O)/C=C/C2=CC=CC=C2.C=1C=CC(=CC1)/C=C/C(=O)/C=C/C2=CC=CC=C2.[Pd].[Pd] (tris(dibenzylideneacetone)dipalladium(0)). Solvent: C(Cl)Cl.CO (methylene chloride methanol), O (water), O1CCOCC1 (1,4-dioxane). Run at temperature 100 celsius. Yields the product BrC=1C=C(C(N(C1)C)=O)NC1=NC=NC=C1 (5-Bromo-1-methyl-3-(pyrimidin-4-ylamino)pyridin-2(1H)-one). Isolated yield 58.0%. Reaction SMILES: Br[C:2]1[C:3](=[O:10])[N:4]([CH3:9])[CH:5]=[C:6]([Br:8])[CH:7]=1.N[C:12]1[N:17]=[CH:16][CH:15]=[CH:14][N:13]=1.C(=O)([O-])[O-].[Cs+].[Cs+].CC1(C)C2C(=C(P(C3C=CC=CC=3)C3C=CC=CC=3)C=CC=2)OC2C(P(C3C=CC=CC=3)C3C=CC=CC=3)=CC=CC1=2.C[N:67](C=O)C>C(Cl)Cl.CO.O.C1C=CC(/C=C/C(/C=C/C2C=CC=CC=2)=O)=CC=1.C1C=CC(/C=C/C(/C=C/C2C=CC=CC=2)=O)=CC=1.C1C=CC(/C=C/C(/C=C/C2C=CC=CC=2)=O)=CC=1.[Pd].[Pd].O1CCOCC1>[Br:8][C:6]1[CH:7]=[C:2]([NH:67][C:14]2[CH:15]=[CH:16][N:17]=[CH:12][N:13]=2)[C:3](=[O:10])[N:4]([CH3:9])[CH:5]=1 |f:2.3.4,7.8,10.11.12.13.14|. Procedure: A 100-mL single-neck round-bottomed flask equipped with a magnetic stirrer and nitrogen inlet was charged with 3,5-dibromo-1-methylpyridin-2(1H)-one (2.00 g, 21.0 mmol), 2-aminopyrimidine (5.61 g, 21.0 mmol), cesium carbonate (13.7 g, 42.1 mmol), DMF (5 mL) and 1,4-dioxane (70 mL). After bubbling nitrogen through the resulting suspension for 30 min, Xantphos (1.10 g, 1.89 mmol) and tris(dibenzylideneacetone)dipalladium(0) (963 mg, 1.05 mmol) were added. A reflux condenser was attached to the fla... Starting materials: CCOC(=O)CC(=O)C(OCC)OCC, C1CCNCC1, O=Cc1cccc([N+](=O)[O-])c1, c1ccccc1. Yields the product CCOC(=O)C(=Cc1cccc([N+](=O)[O-])c1)C(=O)C(OCC)OCC. As a reaction SMILES: [CH2:12]([CH3:13])[O:14][CH:15]([C:16]([CH2:17][C:18](=[O:19])[O:20][CH2:21][CH3:22])=[O:23])[O:24][CH2:25][CH3:26].[CH2:27]1[CH2:28][CH2:29][NH:30][CH2:31][CH2:32]1.[N+:1](=[O:2])([O-:3])[c:4]1[cH:5][c:6]([CH:7]=[O:8])[cH:9][cH:10][cH:11]1.[cH:33]1[cH:34][cH:35][cH:36][cH:37][cH:38]1>>[N+:1](=[O:2])([O-:3])[c:4]1[cH:5][c:6]([CH:7]=[C:17]([C:16]([CH:15]([O:14][CH2:12][CH3:13])[O:24][CH2:25][CH3:26])=[O:23])[C:18](=[O:19])[O:20][CH2:21][CH3:22])[cH:9][cH:10][cH:11]1. The reactants are C1(=CC=CC=C1)CC(=O)Cl (phenylacetylchloride), COC=1C=C(O[C@H](C(=O)O)[C@]2(NCCC3=CC=CC=C23)C2=CC=CC=C2)C=C(C1)OC ((±)-(S*)-(3,5-dimethoxy-phenoxy)-((1S*)-1-phenyl-1,2,3,4-tetrahydro-isoquinolin-1-yl)-acetic acid), C1CCOC1 (THF), Cl[Si](C)(C)C (chlorotrimethylsilane). The solvent is C(Cl)Cl (DCM), O (water). Yields the product COC=1C=C(O[C@H](C(=O)O)[C@]2(N(CCC3=CC=CC=C23)C(CC2=CC=CC=C2)=O)C2=CC=CC=C2)C=C(C1)OC ((±)-(S*)-(3,5-dimethoxy-phenoxy)-((1S*)-1-phenyl-2-phenylacetyl-1,2,3,4-tetrahydro-isoquinolin-1-yl)-acetic acid). The yield is 46.8%. RXN SMILES: [CH3:1][O:2][C:3]1[CH:4]=[C:5]([CH:27]=[C:28]([O:30][CH3:31])[CH:29]=1)[O:6][C@@H:7]([C@:11]1([C:21]2[CH:26]=[CH:25][CH:24]=[CH:23][CH:22]=2)[C:20]2[C:15](=[CH:16][CH:17]=[CH:18][CH:19]=2)[CH2:14][CH2:13][NH:12]1)[C:8]([OH:10])=[O:9].C1COCC1.Cl[Si](C)(C)C.[C:42]1([CH2:48][C:49](Cl)=[O:50])[CH:47]=[CH:46][CH:45]=[CH:44][CH:43]=1>C(Cl)Cl.O>[CH3:1][O:2][C:3]1[CH:4]=[C:5]([CH:27]=[C:28]([O:30][CH3:31])[CH:29]=1)[O:6][C@@H:7]([C@:11]1([C:21]2[CH:22]=[CH:23][CH:24]=[CH:25][CH:26]=2)[C:20]2[C:15](=[CH:16][CH:17]=[CH:18][CH:19]=2)[CH2:14][CH2:13][N:12]1[C:49](=[O:50])[CH2:48][C:42]1[CH:47]=[CH:46][CH:45]=[CH:44][CH:43]=1)[C:8]([OH:10])=[O:9]. Procedure: To a suspension of (±)-(S*)-(3,5-dimethoxy-phenoxy)-((1S*)-1-phenyl-1,2,3,4-tetrahydro-isoquinolin-1-yl)-acetic acid (60 mg, 0.143 mmol, Example 1) in THF (5 ml) Hünig's base (122 μl, 0.715 mmol) followed by chlorotrimethylsilane (22 μl, 0.172 mmol) is added at 5° C. The mixture is stirred at 55° C. for 3 h before phenylacetylchloride (29 μl, 0.215 mmol) is added. Stirring is continued at rt for 2 h before water (approx. 200 μl) is added. The mixture is diluted with DCM, washed twice with 2 N aq... Reactants: CO, Cl, Fc1c(F)c(CC2CC2(Cl)Cl)c(F)c(F)c1COC1CCCCO1. The product is OCc1c(F)c(F)c(CC2CC2(Cl)Cl)c(F)c1F. As a reaction SMILES: [CH3:25][OH:26].[ClH:27].[O:1]1[CH2:2][CH2:3][CH2:4][CH2:5][CH:6]1[O:7][CH2:8][c:9]1[c:10]([F:24])[c:11]([F:23])[c:12]([CH2:17][CH:18]2[C:19]([Cl:21])([Cl:22])[CH2:20]2)[c:13]([F:16])[c:14]1[F:15]>>[OH:7][CH2:8][c:9]1[c:10]([F:24])[c:11]([F:23])[c:12]([CH2:17][CH:18]2[C:19]([Cl:21])([Cl:22])[CH2:20]2)[c:13]([F:16])[c:14]1[F:15]. Starting materials: CO, CN1CC(c2cn(COCC[Si](C)(C)C)c3ncc(C=C4CCC5(CC4)OCCO5)cc23)=CN1, [OH-], [OH-], [Pd+2]. The product is CN1CC(c2cn(COCC[Si](C)(C)C)c3ncc(CC4CCC5(CC4)OCCO5)cc23)=CN1. Reaction SMILES: [CH3:35][OH:36].[O:1]1[CH2:2][CH2:3][O:4][C:5]12[CH2:6][CH2:7][C:8](=[CH:11][c:12]1[cH:13][c:14]3[c:15]([n:16][cH:17]1)[n:18]([CH2:27][O:28][CH2:29][CH2:30][Si:31]([CH3:32])([CH3:33])[CH3:34])[cH:19][c:20]3[C:21]1=[CH:25][NH:24][N:23]([CH3:26])[CH2:22]1)[CH2:9][CH2:10]2.[OH-:37].[OH-:38].[Pd+2:39]>>[O:1]1[CH2:2][CH2:3][O:4][C:5]12[CH2:6][CH2:7][CH:8]([CH2:11][c:12]1[cH:13][c:14]3[c:15]([n:16][cH:17]1)[n:18]([CH2:27][O:28][CH2:29][CH2:30][Si:31]([CH3:32])([CH3:33])[CH3:34])[cH:19][c:20]3[C:21]1=[CH:25][NH:24][N:23]([CH3:26])[CH2:22]1)[CH2:9][CH2:10]2. Starting materials: C(C1=CC=CC=C1)OC1C=CC(O1)=O (5-benzyloxy-5H-furan-2-one), BrBr (bromine). Solvent: C(Cl)(Cl)(Cl)Cl (carbon tetrachloride), C(Cl)(Cl)(Cl)Cl (carbon tetrachloride). Reaction conditions: temperature 0 celsius, time 1 hour. Yields the product BrC1=CC(OC1OCC)=O (4-bromo-5-ethoxy-5H-furan-2-one). Isolated yield 81.7%. As a reaction SMILES: [CH2:1]([O:8][CH:9]1[O:13][C:12](=[O:14])[CH:11]=[CH:10]1)[C:2]1C=CC=CC=1.[Br:15]Br>C(Cl)(Cl)(Cl)Cl>[Br:15][C:10]1[CH:9]([O:8][CH2:1][CH3:2])[O:13][C:12](=[O:14])[CH:11]=1. Procedure details: This procedure was carried out in a manner similar to that described by C. Escobar, et al., Ann. Quim. (1971), 67, 43-57.). To a solution of 5-ethoxy-5H-furan-2-one (II, R1=Et) (10.0 g, 78.0 mmol) in carbon tetrachloride (50 mL) at 0° C. was added over 0.5 h a solution of bromine (4.05 mL, 78.2 mmol) in carbon tetrachloride (25 mL). The reaction was stirred 1 h at 0° C., then 2 h at room temperature. The solvents were removed under reduced pressure and the residue was short-path distilled at pum...